From a dataset of the Open Reaction Database (ORD), a public repository of structured organic reaction records. describe an organic reaction: reactants, conditions, products, and yield Reactants: NC1=CC=CC=C1 (aniline), C=C(C(=O)O)CC(=O)O (2-methylenesuccinic acid), [OH-].[Na+] (NaOH). Solvent: O (water). Run at temperature 110 celsius. Product: O=C1CC(CN1C1=CC=CC=C1)C(=O)O (5-oxo-1-phenypyrrolidine-3-carboxylic acid). Yield: 97.2%. RXN SMILES: [NH2:1][C:2]1[CH:7]=[CH:6][CH:5]=[CH:4][CH:3]=1.[CH2:8]=[C:9]([CH2:13][C:14](O)=[O:15])[C:10]([OH:12])=[O:11].[OH-].[Na+]>O>[O:15]=[C:14]1[N:1]([C:2]2[CH:7]=[CH:6][CH:5]=[CH:4][CH:3]=2)[CH2:8][CH:9]([C:10]([OH:12])=[O:11])[CH2:13]1 |f:2.3|. Reported procedure: A mixture of aniline (3.26 g; 34.68 mmol) and 2-methylenesuccinic acid (5.47 g; 41.62 mmol) in water (10 mL) was heated in a sealed tube at 110° C. for 30 hours. After cooling to room temperature, 6N NaOH (13 mL) was added and the resulting precipitate was filtered off. The filtrate was acidified with 6N hydrochloric acid to pH 1 and the resulting precipitate was filtered, washed with water, and dried to yield 6.92 g (97%) of 5-oxo-1-phenypyrrolidine-3-carboxylic acid as a white solid. The reactants are C(C)(=O)OC(C)=O (Acetic anhydride), [C@@H]1([C@@H](O)[C@H](O)[C@H](O1)CO)N1C(=O)NC(=O)C(=C1)I (1-(β-D-arabinofuranosyl)-5-iodouracil). The solvent is N1=CC=CC=C1 (pyridine). Run at time 3 hour. Product: IC=1C(NC(N(C1)[C@H]1[C@@H](OC(C)=O)[C@H](OC(C)=O)[C@H](O1)COC(C)=O)=O)=O (5-Iodo-1-(2,3,5-tri-O-acetyl-β-D-arabinofuranosyl)uracil). Isolated yield 187.5%. RXN SMILES: C(O[C:5](=[O:7])[CH3:6])(=O)C.[C@@H:8]1([N:17]2[CH:24]=[C:23]([I:25])[C:21](=[O:22])[NH:20][C:18]2=[O:19])[O:14][C@H:13]([CH2:15][OH:16])[C@@H:11]([OH:12])[C@@H:9]1[OH:10]>N1C=CC=CC=1>[I:25][C:23]1[C:21](=[O:22])[NH:20][C:18](=[O:19])[N:17]([C@@H:8]2[O:14][C@H:13]([CH2:15][O:16][C:5](=[O:7])[CH3:6])[C@@H:11]([O:12][C:11](=[O:12])[CH3:13])[C@@H:9]2[O:10][C:9](=[O:10])[CH3:8])[CH:24]=1. Procedure: Acetic anhydride (1.04 ml, 11 mmol) was added to a solution of 1 g of 1-(β-D-arabinofuranosyl)-5-iodouracil from Example 4(c)(2.7 mmol) in 10 ml of dry pyridine. After stirring for 3 hours at room temperature, the solvent was evaporated and the residue was co-evaporated with CH2Cl2 several times. The residue was triturated with ethanol, the solid filtered and dried to give 1.256 g (93%) of the title compound, melting at 175°-9° C.